Task: describe an organic reaction: reactants, conditions, products, and yield. Dataset: the Open Reaction Database (ORD), a public repository of structured organic reaction records RXN SMILES: [CH3:1][O:2][C:3]1[CH:4]=[C:5]([C:11]2[C:20](=O)[C:19]3[C:14](=[CH:15][C:16]([OH:24])=[C:17]([CH2:22][CH3:23])[CH:18]=3)[O:13][CH:12]=2)[CH:6]=[CH:7][C:8]=1[O:9][CH3:10].O.[NH2:26][NH2:27]>C(O)C>[CH3:1][O:2][C:3]1[CH:4]=[C:5]([C:11]2[C:20]([C:19]3[CH:18]=[C:17]([CH2:22][CH3:23])[C:16]([OH:24])=[CH:15][C:14]=3[OH:13])=[N:26][NH:27][CH:12]=2)[CH:6]=[CH:7][C:8]=1[O:9][CH3:10] |f:1.2|. Yields the product COC=1C=C(C=CC1OC)C=1C(=NNC1)C1=C(C=C(C(=C1)CC)O)O (4-[4-(3,4-Dimethoxy-phenyl)-1H-pyrazol-3-yl]-6-ethyl-benzene-1,3-diol). The yield is 61.1%. The solvent is C(C)O (ethanol). Reactants: COC=1C=C(C=CC1OC)C1=COC2=CC(=C(C=C2C1=O)CC)O (3-(3,4-Dimethoxy-phenyl)-6-ethyl-7-hydroxy-chromen-4-one), O.NN (hydrazine hydrate). Reported procedure: This compounds was synthesised in the same manner as described above. 3-(3,4-Dimethoxy-phenyl)-6-ethyl-7-hydroxy-chromen-4-one (0.25 g, 0.77 mmol), hydrazine hydrate (4 ml), ethanol (10 ml). The crude solid product was columned to give 4-[4-(3,4-Dimethoxy-phenyl)-1H-pyrazol-3-yl]-6-ethyl-benzene-1,3-diol as a white solid (0.16 g, 61.1%); Rf 0.33 Cf SM 0.71 ethyl acetate/hexane (75/25). Starting materials: CCO, CN(C)C(=O)C(CC1CC1)NC(=O)OC(C)(C)C, Cl, C1COCCO1. Product: CN(C)C(=O)C(N)CC1CC1, Cl. As a reaction SMILES: [CH3:26][CH2:27][OH:28].[CH:8]1([CH2:11][CH:12]([C:13](=[O:14])[N:15]([CH3:16])[CH3:17])[NH:18][C:19](=[O:20])[O:21][C:22]([CH3:23])([CH3:24])[CH3:25])[CH2:9][CH2:10]1.[ClH:1].[O:2]1[CH2:3][CH2:4][O:5][CH2:6][CH2:7]1>>[CH:8]1([CH2:11][CH:12]([C:13](=[O:14])[N:15]([CH3:16])[CH3:17])[NH2:18])[CH2:9][CH2:10]1.[ClH:1]. Reactants: C(C(=O)O)(=O)O (Oxalic acid), C(CCCCCC)SC(CCCN1C=NC=C1)C1=CC=C(C=C1)Cl (1-[4-heptylthio-4-(4-chlorophenyl) butyl]imidazole). The solvent is CCOCC (ether). The product is C(C(=O)O)(=O)O.C(CCCCCC)SC(CCCN1C=NC=C1)C1=CC=C(C=C1)Cl (1-[4-heptylthio-4-(4-chlorophenyl)butyl]imidazole oxalate). As a reaction SMILES: [C:1]([OH:6])(=[O:5])[C:2]([OH:4])=[O:3].[CH2:7]([S:14][CH:15]([C:24]1[CH:29]=[CH:28][C:27]([Cl:30])=[CH:26][CH:25]=1)[CH2:16][CH2:17][CH2:18][N:19]1[CH:23]=[CH:22][N:21]=[CH:20]1)[CH2:8][CH2:9][CH2:10][CH2:11][CH2:12][CH3:13]>CCOCC>[C:1]([OH:6])(=[O:5])[C:2]([OH:4])=[O:3].[CH2:7]([S:14][CH:15]([C:24]1[CH:29]=[CH:28][C:27]([Cl:30])=[CH:26][CH:25]=1)[CH2:16][CH2:17][CH2:18][N:19]1[CH:23]=[CH:22][N:21]=[CH:20]1)[CH2:8][CH2:9][CH2:10][CH2:11][CH2:12][CH3:13] |f:3.4|. Procedure details: Oxalic acid in ether was added dropwise to a stirred solution of 2.0 g. of 1-[4-heptylthio-4-(4-chlorophenyl) butyl]imidazole in 30 ml. of anhydrous ether until precipitation was complete. The product was filtered off, washed with ether, air dried, and recrystallized from to yield 1-[4-heptylthio-4-(4-chlorophenyl)butyl]imidazole oxalate, m.p. 93-94.5° C. The reactants are Cl (HCl), FC1=C(C(=O)OC)C=CC(=C1)F (Methyl 2,4-difluorobenzoate), [H-].[Na+] (NaH), FC(C(CC=C)O)(F)F (1,1,1-trifluoropent-4-en-2-ol). The solvent is O1CCOCC1 (dioxane). Run at temperature 90 celsius, time 8 hour. Yields the product FC1=CC(=C(C(=O)OC)C=C1)OC(C(F)(F)F)CC=C (Methyl 4 fluoro-2-[(1,1,1-trifluoropent-4-en-2-yl)oxy]benzoate). As a reaction SMILES: F[C:2]1[CH:11]=[C:10]([F:12])[CH:9]=[CH:8][C:3]=1[C:4]([O:6][CH3:7])=[O:5].[F:13][C:14]([F:21])([F:20])[CH:15]([OH:19])[CH2:16][CH:17]=[CH2:18].[H-].[Na+].Cl>O1CCOCC1>[F:12][C:10]1[CH:9]=[CH:8][C:3]([C:4]([O:6][CH3:7])=[O:5])=[C:2]([O:19][CH:15]([CH2:16][CH:17]=[CH2:18])[C:14]([F:21])([F:20])[F:13])[CH:11]=1 |f:2.3|. Reported procedure: Methyl 2,4-difluorobenzoate (1.72 g, 9.99 mmol) was dissolved in dioxane. To this was added 1,1,1-trifluoropent-4-en-2-ol (1.40 g, 9.99 mmol) followed by 60% (mineral oil) NaH (0.40 g, 9.99 mmol). The resulting mixture was heated to 90° C. and stirred overnight. After cooling to RT, 1N HCl was added and the mixture transferred to separatory funnel. The mixture was extracted with ethyl acetate after which the organic solution was washed with 1N NaOH (2 times) and sat'd NaCl. The solution was drie... Procedure details: Using 1-(3,5-dimethylpyridin-2-yl)piperazine hydrochloride (528 mg) described in Preparation Example 80 and 5-bromopyrimidine-2-carboxylic acid (406 mg) and by the reaction and treatment in the same manner as in Example 97, (5-bromopyrimidin-2-yl)[4-(3,5-dimethylpyridin-2-yl)piperazin-1-yl]methanone (750 mg) was obtained. Using this compound (750 mg) and (R)-4-methyl-2-oxazolidinone (303 mg) and by the reaction and treatment in the same manner as in Example 1, (R)-3-[2-[4-(3,5-dimethylpyridin-2-... Solvent: C(C)(=O)OCC (ethyl acetate). The product is Cl.CC=1C(=NC=C(C1)C)N1CCN(CC1)C(=O)C1=NC=C(C=N1)N1C(OC[C@H]1C)=O ((R)-3-[2-[4-(3,5-dimethylpyridin-2-yl)piperazine-1-carbonyl]pyrimidin-5-yl]-4-methyloxazolidin-2-one hydrochloride). The reactants are CC=1C(=NC=C(C1)C)N1CCN(CC1)C(=O)C1=NC=C(C=N1)N1C(OC[C@H]1C)=O ((R)-3-[2-[4-(3,5-dimethylpyridin-2-yl)piperazine-1-carbonyl]pyrimidin-5-yl]-4-methyloxazolidin-2-one), Cl.C(C)(=O)OCC (hydrogen chloride ethyl acetate). Reaction SMILES: [CH3:1][C:2]1[C:3]([N:9]2[CH2:14][CH2:13][N:12]([C:15]([C:17]3[N:22]=[CH:21][C:20]([N:23]4[C@H:27]([CH3:28])[CH2:26][O:25][C:24]4=[O:29])=[CH:19][N:18]=3)=[O:16])[CH2:11][CH2:10]2)=[N:4][CH:5]=[C:6]([CH3:8])[CH:7]=1.[ClH:30].C(OCC)(=O)C>C(OCC)(=O)C>[ClH:30].[CH3:1][C:2]1[C:3]([N:9]2[CH2:10][CH2:11][N:12]([C:15]([C:17]3[N:22]=[CH:21][C:20]([N:23]4[C@H:27]([CH3:28])[CH2:26][O:25][C:24]4=[O:29])=[CH:19][N:18]=3)=[O:16])[CH2:13][CH2:14]2)=[N:4][CH:5]=[C:6]([CH3:8])[CH:7]=1 |f:1.2,4.5|.